Task: describe an organic reaction: reactants, conditions, products, and yield. Dataset: the Open Reaction Database (ORD), a public repository of structured organic reaction records Reactants: Cl.NC(CC1=CC=CC=C1)C(=O)N (D,L-phenylalanine amide hydrochloride), [H-].[Al+3].[Li+].[H-].[H-].[H-] (lithium aluminum hydride). Run in C1CCOC1 (THF). Product: NCC(CC1=CC=CC=C1)N (1,2-Diamino-3-phenylpropane). Yield: 92.5%. Reaction SMILES: Cl.[NH2:2][CH:3]([C:11]([NH2:13])=O)[CH2:4][C:5]1[CH:10]=[CH:9][CH:8]=[CH:7][CH:6]=1.[H-].[Al+3].[Li+].[H-].[H-].[H-]>C1COCC1>[NH2:13][CH2:11][CH:3]([NH2:2])[CH2:4][C:5]1[CH:6]=[CH:7][CH:8]=[CH:9][CH:10]=1 |f:0.1,2.3.4.5.6.7|. Procedure: To a stirred slurry of D,L-phenylalanine amide hydrochloride (50.0 g, 0.249 mole) in anhydrous THF (200 ml) at room temperature under a dry argon atmosphere was added a solution of lithium aluminum hydride (1000 ml-1.0M in THF, 1.00 mole) over a 30 minute period. The mixture was refluxed for 7.5 h and then quenched by the dropwise addition of H2O (200 ml) while cooling in an ice bath. The solid was filtered, washed with hot THF (2×500 ml) and then hot methanol (2×500 ml). The filtrate and washin... Starting materials: CC(C)=O, CCOC(=O)CCCCCOc1c(CO)occc1=O. Product: CCOC(=O)CCCCCOc1c(C=O)occc1=O. RXN SMILES: [CH3:21][C:22](=[O:23])[CH3:24].[OH:1][CH2:2][c:3]1[o:4][cH:5][cH:6][c:7](=[O:20])[c:8]1[O:9][CH2:10][CH2:11][CH2:12][CH2:13][CH2:14][C:15](=[O:16])[O:17][CH2:18][CH3:19]>>[O:1]=[CH:2][c:3]1[o:4][cH:5][cH:6][c:7](=[O:20])[c:8]1[O:9][CH2:10][CH2:11][CH2:12][CH2:13][CH2:14][C:15](=[O:16])[O:17][CH2:18][CH3:19]. Starting materials: COC(C1=CC=C(C=C1)C(=O)C1=CC=2C(CCC(C2C=C1O)(C)C)(C)C)=O (4-[(3-hydroxy-5,6,7,8-tetrahydro-5,5,8,8-tetramethyl-2-naphthyl)carbonyl]benzoic acid methyl ester), BrC1=CC=C(CBr)C=C1 (4-bromobenzylbromide). The product is COC(C1=CC=C(C=C1)C(=O)C1=CC=2C(CCC(C2C=C1OCC1=CC=C(C=C1)Br)(C)C)(C)C)=O (4-[(3-(4-bromobenzyloxy)-5,6,7,8-tetrahydro-5,5,8,8-tetramethyl-2-naphthyl)carbonyl]benzoic acid methyl ester). Isolated yield 60.0%. RXN SMILES: [CH3:1][O:2][C:3](=[O:27])[C:4]1[CH:9]=[CH:8][C:7]([C:10]([C:12]2[C:21]([OH:22])=[CH:20][C:19]3[C:18]([CH3:24])([CH3:23])[CH2:17][CH2:16][C:15]([CH3:26])([CH3:25])[C:14]=3[CH:13]=2)=[O:11])=[CH:6][CH:5]=1.[Br:28][C:29]1[CH:36]=[CH:35][C:32]([CH2:33]Br)=[CH:31][CH:30]=1>>[CH3:1][O:2][C:3](=[O:27])[C:4]1[CH:9]=[CH:8][C:7]([C:10]([C:12]2[C:21]([O:22][CH2:33][C:32]3[CH:35]=[CH:36][C:29]([Br:28])=[CH:30][CH:31]=3)=[CH:20][C:19]3[C:18]([CH3:23])([CH3:24])[CH2:17][CH2:16][C:15]([CH3:26])([CH3:25])[C:14]=3[CH:13]=2)=[O:11])=[CH:6][CH:5]=1. Procedure details: The 4-[(3-hydroxy-5,6,7,8-tetrahydro-5,5,8,8-tetramethyl-2-naphthyl)carbonyl]benzoic acid methyl ester (from Example 7) was alkylated with 4-bromobenzylbromide as described for Example 60 to give 4-[(3-(4-bromobenzyloxy)-5,6,7,8-tetrahydro-5,5,8,8-tetramethyl-2-naphthyl)carbonyl]benzoic acid methyl ester (60%): 1H NMR (400 MHz, CDCl3) δ 8.03 (1/2ABq, 2H, J=8.4 Hz, ArH), 7.80 (1/2ABq, 2H, J=8.4 Hz, ArH), 7.46 (s, 1H, ArH), 7.29 (1/2ABq, 2H, J=8.4 Hz, ArH), 6.87 (s, 1H, ArH), 6.81 (1/2ABq, 2H, J=8... Starting materials: CCOC(=O)c1nccn1COCC[Si](C)(C)C, CC#N, O=C1CCC(=O)N1Br. Reaction SMILES: [CH2:1]([CH3:2])[O:3][C:4](=[O:5])[c:6]1[n:7]([CH2:11][O:12][CH2:13][CH2:14][Si:15]([CH3:16])([CH3:17])[CH3:18])[cH:8][cH:9][n:10]1.[CH3:27][C:28]#[N:29].[O:19]=[C:20]1[N:21]([Br:26])[C:22](=[O:23])[CH2:24][CH2:25]1>>[CH2:1]([CH3:2])[O:3][C:4](=[O:5])[c:6]1[n:7]([CH2:11][O:12][CH2:13][CH2:14][Si:15]([CH3:16])([CH3:17])[CH3:18])[cH:8][c:9]([Br:26])[n:10]1. Product: CCOC(=O)c1nc(Br)cn1COCC[Si](C)(C)C. Reactants: CC1=C(C=C(C=C1[N+](=O)[O-])C(C)(C)C)O (2-methyl-3-nitro-5-tert.-butylphenol), C(C1=CC=CC=C1)Cl (benzyl chloride), C([O-])([O-])=O.[K+].[K+] (potassium carbonate). Solvent: CN(C=O)C (dimethylformamide). Yields the product C(C1=CC=CC=C1)OC1=C(C(=CC(=C1)C(C)(C)C)[N+](=O)[O-])C (2-Methyl-3-nitro-5-tert.-butylphenyl benzyl ether). RXN SMILES: [CH3:1][C:2]1[C:7]([N+:8]([O-:10])=[O:9])=[CH:6][C:5]([C:11]([CH3:14])([CH3:13])[CH3:12])=[CH:4][C:3]=1[OH:15].[CH2:16](Cl)[C:17]1[CH:22]=[CH:21][CH:20]=[CH:19][CH:18]=1.C(=O)([O-])[O-].[K+].[K+]>CN(C)C=O>[CH2:16]([O:15][C:3]1[CH:4]=[C:5]([C:11]([CH3:12])([CH3:14])[CH3:13])[CH:6]=[C:7]([N+:8]([O-:10])=[O:9])[C:2]=1[CH3:1])[C:17]1[CH:22]=[CH:21][CH:20]=[CH:19][CH:18]=1 |f:2.3.4|. Reported procedure: This is obtained, by reacting 2-methyl-3-nitro-5-tert.-butylphenol with benzyl chloride in dimethylformamide in the presence of potassium carbonate at 80° C., in the form of yellowish crystals; m.p. 77°-79° C.